Dataset: the Open Reaction Database (ORD), a public repository of structured organic reaction records. Task: describe an organic reaction: reactants, conditions, products, and yield The solvent is C(C)O (ethanol). Reaction SMILES: [OH:1][C:2]1[CH:10]=[CH:9][CH:8]=[CH:7][C:3]=1[C:4]([NH2:6])=[O:5].[OH-].[Na+].Br[CH2:14][CH:15]1[CH2:17][CH2:16]1>C(O)C>[CH:15]1([CH2:14][O:1][C:2]2[CH:10]=[CH:9][CH:8]=[CH:7][C:3]=2[C:4]([NH2:6])=[O:5])[CH2:17][CH2:16]1 |f:1.2|. Procedure details: 2-Hydroxybenzamide (5.17 g, 37.74 mmol) and sodium hydroxide (1.5 g, 37.5 mmol) in ethanol (20 ml) were refluxed for 1 h to give a clear solution. (Bromomethyl)cyclopropane (5.09 g, 37.7 mmol) was added and the mixture refluxed for 36 h. The solvent was evaporated and the residue triturated thoroughly with ether and water to give the above compound (4.37 g). The yield is 60.6%. Yields the product C1(CC1)COC1=C(C(=O)N)C=CC=C1 (2-((Cyclopropyl)methoxy)benzamide). The reactants are OC1=C(C(=O)N)C=CC=C1 (2-Hydroxybenzamide), [OH-].[Na+] (sodium hydroxide), BrCC1CC1 ((Bromomethyl)cyclopropane). The reactants are BrC1=CC=C(C=C1)C=1N=C(SC1)N1C(OC[C@H]1C(=O)OC)=O (Methyl (4S)-3-[4-(4-bromophenyl)-1,3-thiazol-2-yl]-2-oxo-1,3-oxazolidine-4-carboxylate), [BH4-].[Li+] (Lithium borohydride). The solvent is O1CCCC1 (tetrahydrofuran). Reaction conditions: temperature 0 celsius, time 2 hour. The product is BrC1=CC=C(C=C1)C=1N=C(SC1)N1C(OC[C@H]1CO)=O ((4R)-3-[4-(4-Bromophenyl)-1,3-thiazol-2-yl]-4-(hydroxymethyl)-1,3-oxazolidin-2-one). Yield: 67.1%. As a reaction SMILES: [Br:1][C:2]1[CH:7]=[CH:6][C:5]([C:8]2[N:9]=[C:10]([N:13]3[C@H:17]([C:18](OC)=[O:19])[CH2:16][O:15][C:14]3=[O:22])[S:11][CH:12]=2)=[CH:4][CH:3]=1.[BH4-].[Li+]>O1CCCC1>[Br:1][C:2]1[CH:7]=[CH:6][C:5]([C:8]2[N:9]=[C:10]([N:13]3[C@H:17]([CH2:18][OH:19])[CH2:16][O:15][C:14]3=[O:22])[S:11][CH:12]=2)=[CH:4][CH:3]=1 |f:1.2|. Reported procedure: Methyl (4S)-3-[4-(4-bromophenyl)-1,3-thiazol-2-yl]-2-oxo-1,3-oxazolidine-4-carboxylate (0.20 g, 0.52 mmol), prepared in step 2 of Example 70, was dissolved in 5 mL of tetrahydrofuran and cooled to 0° C. Lithium borohydride (2M solution in tetrahydrofuran, 0.57 mL, 1.14 mmol) was added and the mixture was stirred for 2 h. The mixture was allowed to warm to 25° C. and stirred for an additional 30 min, quenched with H2O and then 2 mL of 2N HCl was added. The mixture was diluted with 10 mL of water ... The reactants are COc1ccc(P2(=S)SP(=S)(c3ccc(OC)cc3)S2)cc1, Cc1ccccc1, ClC(Cl)Cl, NC(=O)c1ccc(OCCCCl)cc1, O. Product: NC(=S)c1ccc(OCCCCl)cc1. Reaction SMILES: [CH3:15][O:16][c:17]1[cH:18][cH:19][c:20]([P:21]2(=[S:22])[S:23][P:25](=[S:26])([c:27]3[cH:28][cH:29][c:30]([O:31][CH3:32])[cH:33][cH:34]3)[S:24]2)[cH:35][cH:36]1.[CH3:42][c:43]1[cH:44][cH:45][cH:46][cH:47][cH:48]1.[CH:38]([Cl:39])([Cl:40])[Cl:41].[Cl:1][CH2:2][CH2:3][CH2:4][O:5][c:6]1[cH:7][cH:8][c:9]([C:10](=[O:11])[NH2:12])[cH:13][cH:14]1.[OH2:37]>>[Cl:1][CH2:2][CH2:3][CH2:4][O:5][c:6]1[cH:7][cH:8][c:9]([C:10]([NH2:12])=[S:24])[cH:13][cH:14]1. Reactants: FC1=CC=2C(=NC=3N(C=C(C(C3C2)=O)C(=O)OCC)C)C=C1F (ethyl 7,8-difluoro-1-methyl-4-oxo-1,4-dihydrobenzo[b][1,8]naphthyridine-3-carboxylate), C1(CCCCC1)N (cyclohexylamine). Solvent: CS(=O)C (dimethyl sulphoxide). The product is C1(CCCCC1)NC=1C(=CC=2C(=NC=3N(C=C(C(C3C2)=O)C(=O)OCC)C)C1)F (ethyl 8-cyclohexylamino-7-fluoro-1-methyl-4-oxo-1,4-dihydrobenzo[b][1,8]naphthyridine-3-carboxylate). RXN SMILES: [F:1][C:2]1[C:22](F)=[CH:21][C:5]2=[N:6][C:7]3[N:8]([CH3:20])[CH:9]=[C:10]([C:15]([O:17][CH2:18][CH3:19])=[O:16])[C:11](=[O:14])[C:12]=3[CH:13]=[C:4]2[CH:3]=1.[CH:24]1([NH2:30])[CH2:29][CH2:28][CH2:27][CH2:26][CH2:25]1>CS(C)=O>[CH:24]1([NH:30][C:22]2[C:2]([F:1])=[CH:3][C:4]3[C:5]([CH:21]=2)=[N:6][C:7]2[N:8]([CH3:20])[CH:9]=[C:10]([C:15]([O:17][CH2:18][CH3:19])=[O:16])[C:11](=[O:14])[C:12]=2[CH:13]=3)[CH2:29][CH2:28][CH2:27][CH2:26][CH2:25]1. Procedure details: Ethyl 8-cyclohexylamino-7-fluoro-1-methyl-4-oxo-1,4-dihydrobenzo[b][1,8]naphthyridine-3-carboxylate was prepared under the conditions of Example 4, but from 3 g of ethyl 7,8-difluoro-1-methyl-4-oxo-1,4-dihydrobenzo[b][1,8]naphthyridine-3-carboxylate and 2.2 cm3 of cyclohexylamine in 30 cm3 of dimethyl sulphoxide. After filtering 2 times with 15 cm3 of ethanol, 3.3 g of ethyl 8-cyclohexylamino-7-fluoro-1-methyl-4-oxo-1,4-dihydrobenzo[b][1,8]naphthyridine-3-carboxylate were obtained in the form of... Reactants: CC(C)CCNC(=O)c1ccc(N2CCNCC2)nn1, O=C(Cl)c1ccccc1OC(F)(F)F. Product: CC(C)CCNC(=O)c1ccc(N2CCN(C(=O)c3ccccc3OC(F)(F)F)CC2)nn1. As a reaction SMILES: [CH3:15][CH:16]([CH2:17][CH2:18][NH:19][C:20](=[O:21])[c:22]1[n:23][n:24][c:25]([N:28]2[CH2:29][CH2:30][NH:31][CH2:32][CH2:33]2)[cH:26][cH:27]1)[CH3:34].[F:1][C:2]([O:3][c:4]1[c:5]([C:6](=[O:7])[Cl:8])[cH:9][cH:10][cH:11][cH:12]1)([F:13])[F:14]>>[F:1][C:2]([O:3][c:4]1[c:5]([C:6](=[O:7])[N:31]2[CH2:30][CH2:29][N:28]([c:25]3[n:24][n:23][c:22]([C:20]([NH:19][CH2:18][CH2:17][CH:16]([CH3:15])[CH3:34])=[O:21])[cH:27][cH:26]3)[CH2:33][CH2:32]2)[cH:9][cH:10][cH:11][cH:12]1)([F:13])[F:14]. Starting materials: C(C)OC(=O)C=1C(=C2C(=C(N1)C#N)N(C=C2)CC2=CC=CC=C2)OC(C)=O (4-acetoxy-1-benzyl-7-cyano-1H-pyrrolo[2,3-c]pyridine-5-carboxylic acid ethyl ester), C1CC(=O)N(C1=O)Br (NBS). Run in CC#N (MeCN). Reaction conditions: temperature 90 celsius. The product is C(C)OC(=O)C=1C(=C2C(=C(N1)C#N)N(C=C2Br)CC2=CC=CC=C2)OC(C)=O (4-Acetoxy-1-benzyl-3-bromo-7-cyano-1H-pyrrolo[2,3-c]pyridine-5-carboxylic acid ethyl ester). Yield: 84.7%. Reaction SMILES: [CH2:1]([O:3][C:4]([C:6]1[C:7]([O:24][C:25](=[O:27])[CH3:26])=[C:8]2[CH:16]=[CH:15][N:14]([CH2:17][C:18]3[CH:23]=[CH:22][CH:21]=[CH:20][CH:19]=3)[C:9]2=[C:10]([C:12]#[N:13])[N:11]=1)=[O:5])[CH3:2].C1C(=O)N([Br:35])C(=O)C1>CC#N>[CH2:1]([O:3][C:4]([C:6]1[C:7]([O:24][C:25](=[O:27])[CH3:26])=[C:8]2[C:16]([Br:35])=[CH:15][N:14]([CH2:17][C:18]3[CH:23]=[CH:22][CH:21]=[CH:20][CH:19]=3)[C:9]2=[C:10]([C:12]#[N:13])[N:11]=1)=[O:5])[CH3:2]. Procedure details: A mixture of 4-acetoxy-1-benzyl-7-cyano-1H-pyrrolo[2,3-c]pyridine-5-carboxylic acid ethyl ester (225 mg), NBS (116 mg) in MeCN (3 mL) in a closed vial was heated at 90° C. overnight. Then the solvent was removed, the residue was purified with column to give the desired product (232 mg). The title compound, ESI MS (m/z): 442 (M+H)+. The reactants are [Br-], CC(C)(C)ON=O, Cn1nnnc1C(=NOCc1csc(N)n1)c1ccccc1, CC#N, [Cu]Br, [Na+]. Yields the product Cn1nnnc1C(=NOCc1csc(Br)n1)c1ccccc1. As a reaction SMILES: [Br-:24].[C:25]([O:26][N:27]=[O:28])([CH3:29])([CH3:30])[CH3:31].[CH3:1][n:2]1[n:3][n:4][n:5][c:6]1[C:7]([c:8]1[cH:9][cH:10][cH:11][cH:12][cH:13]1)=[N:14][O:15][CH2:16][c:17]1[n:18][c:19]([NH2:22])[s:20][cH:21]1.[CH3:32][C:33]#[N:34].[Cu:35][Br:36].[Na+:23]>>[CH3:1][n:2]1[n:3][n:4][n:5][c:6]1[C:7]([c:8]1[cH:9][cH:10][cH:11][cH:12][cH:13]1)=[N:14][O:15][CH2:16][c:17]1[n:18][c:19]([Br:24])[s:20][cH:21]1. Starting materials: FC=1C=C(C=O)C=CC1C=1SC2=NC(=CC=C2N1)C1(CC1)C1=CC=CC=C1 (3-fluoro-4-(5-(1-phenylcyclopropyl)thiazolo[5,4-b]pyridine-2-yl)-benzaldehyde), Cl.N1CC(C1)C(=O)OC (methyl azetidine-3-carboxylate hydrochloride). Yields the product FC=1C=C(C=CC1C=1SC2=NC(=CC=C2N1)C1(CC1)C1=CC=CC=C1)CN1CC(C1)C(=O)OC (methyl 1-((3-fluoro-4-(5-(1-phenylcyclopropyl)thiazolo[5,4-b]pyridine-2-yl)phenyl)methyl)-azetidine-3-carboxylate). Reaction SMILES: [F:1][C:2]1[CH:3]=[C:4]([CH:7]=[CH:8][C:9]=1[C:10]1[S:11][C:12]2[C:17]([N:18]=1)=[CH:16][CH:15]=[C:14]([C:19]1([C:22]3[CH:27]=[CH:26][CH:25]=[CH:24][CH:23]=3)[CH2:21][CH2:20]1)[N:13]=2)[CH:5]=O.Cl.[NH:29]1[CH2:32][CH:31]([C:33]([O:35][CH3:36])=[O:34])[CH2:30]1>>[F:1][C:2]1[CH:3]=[C:4]([CH2:5][N:29]2[CH2:32][CH:31]([C:33]([O:35][CH3:36])=[O:34])[CH2:30]2)[CH:7]=[CH:8][C:9]=1[C:10]1[S:11][C:12]2[C:17]([N:18]=1)=[CH:16][CH:15]=[C:14]([C:19]1([C:22]3[CH:23]=[CH:24][CH:25]=[CH:26][CH:27]=3)[CH2:20][CH2:21]1)[N:13]=2 |f:1.2|. Procedure details: Reaction of 3-fluoro-4-(5-(1-phenylcyclopropyl)thiazolo[5,4-b]pyridine-2-yl)-benzaldehyde (1.3 g, 3.4 mmol) and methyl azetidine-3-carboxylate hydrochloride (0.77 g, 5.1 mmol) according to Reference R and the general procedure for reductive amination gave methyl 1-((3-fluoro-4-(5-(1-phenylcyclopropyl)thiazolo[5,4-b]pyridine-2-yl)phenyl)methyl)-azetidine-3-carboxylate as a light yellow solid. MS (ESI) m/z: Calculated: 473.2; Observed: 474.1 (M++1). The reactants are O1CCN(CC1)CCCCN (4-morpholinobutan-1-amine), FC1=C(C=C(C=C1)[N+](=O)[O-])F (1,2-difluoro-4-nitrobenzene), C(=O)([O-])[O-].[K+].[K+] (K2CO3). Solvent: C(C)#N (acetonitrile). Run at time 19 hour. Product: FC1=C(NCCCCN2CCOCC2)C=CC(=C1)[N+](=O)[O-] (2-fluoro-N-(4-morpholinobutyl)-4-nitroaniline). Reaction SMILES: [O:1]1[CH2:6][CH2:5][N:4]([CH2:7][CH2:8][CH2:9][CH2:10][NH2:11])[CH2:3][CH2:2]1.F[C:13]1[CH:18]=[CH:17][C:16]([N+:19]([O-:21])=[O:20])=[CH:15][C:14]=1[F:22].C([O-])([O-])=O.[K+].[K+]>C(#N)C>[F:22][C:14]1[CH:15]=[C:16]([N+:19]([O-:21])=[O:20])[CH:17]=[CH:18][C:13]=1[NH:11][CH2:10][CH2:9][CH2:8][CH2:7][N:4]1[CH2:5][CH2:6][O:1][CH2:2][CH2:3]1 |f:2.3.4|. Reported procedure: A suspension of 4-morpholinobutan-1-amine (0.63 g, 4.00 mmol), 1,2-difluoro-4-nitrobenzene (0.64 g, 4.00 mmol) and K2CO3 (1.10 g, 8.00 mmol) in acetonitrile (20 mL) was stirred at rt for 19 h under N2, then filtered. The filtrate was concentrated in vacuo to give the crude product for the next step without further purification.